describe an organic reaction: reactants, conditions, products, and yield From a dataset of the Open Reaction Database (ORD), a public repository of structured organic reaction records. Starting materials: CN(C=O)C (dimethylformamide), C(C=1C(N)=CC=CC1)(=O)O (anthranilic acid), CN(C=O)C (dimethylformamide), S(=O)(Cl)Cl (thionyl chloride), COC1=C(C=C(C=C1)/C=C/C(=O)O)OC (3',4'-dimethoxycinnamic acid). Solvent: O (water). Product: COC=1C=C(C=CC(=O)NC=2C(C(=O)O)=CC=CC2)C=CC1OC (N-(3',4'-dimethoxycinnamoyl)-anthranilic acid). The yield is 38.5%. As a reaction SMILES: CN(C)C=O.[C:6]([OH:15])(=[O:14])[C:7]1[C:8](=[CH:10][CH:11]=[CH:12][CH:13]=1)[NH2:9].S(Cl)(Cl)=O.[CH3:20][O:21][C:22]1[CH:27]=[CH:26][C:25](/[CH:28]=[CH:29]/[C:30](O)=[O:31])=[CH:24][C:23]=1[O:33][CH3:34]>O>[CH3:34][O:33][C:23]1[CH:24]=[C:25]([CH:26]=[CH:27][C:22]=1[O:21][CH3:20])[CH:28]=[CH:29][C:30]([NH:9][C:8]1[C:7](=[CH:13][CH:12]=[CH:11][CH:10]=1)[C:6]([OH:15])=[O:14])=[O:31]. Procedure: To 15 ml of dimethylformamide was dissolved 2.06 g (0.015 mol) of anthranilic acid. To 10 ml of dimethylformamide were added in order 0.78 ml of thionyl chloride and 2.08 g (0.01 mol) of 3',4'-dimethoxycinnamic acid, during which the reaction system was stirred and cooled with ice and water. The resulting mixture was added dropwise to the above solution, with stirring at room temperature. After the completion of the dropping, the reaction mixture was stirred for additional 1.5 hours, and then tr... Starting materials: S(=O)(Cl)Cl (thionyl chloride), C(=O)(OCC1=CC=CC=C1)N[C@@H](C)C(=O)O (carbobenzoxy-L-alanine), NC1=C(C(=O)C2=C(C=CC=C2)Cl)C=C(C=C1)[N+](=O)[O-] (2-amino-5-nitro-2'-chlorobenzophenone). Run in O1CCCC1 (tetrahydrofuran), O1CCCC1 (tetrahydrofuran). Reaction conditions: time 1 hour. The product is C(C1=CC=CC=C1)OC(N[C@@H](C)C(NC1=C(C=C(C=C1)[N+](=O)[O-])C(C1=C(C=CC=C1)Cl)=O)=O)=O ((S)-benzyl-[1-[[2-(o-chlorobenzoyl)-4-nitrophenyl]carbamoyl]ethyl]carbamate). Reaction SMILES: [C:1]([NH:11][C@H:12]([C:14]([OH:16])=O)[CH3:13])([O:3][CH2:4][C:5]1[CH:10]=[CH:9][CH:8]=[CH:7][CH:6]=1)=[O:2].S(Cl)(Cl)=O.[NH2:21][C:22]1[CH:36]=[CH:35][C:34]([N+:37]([O-:39])=[O:38])=[CH:33][C:23]=1[C:24]([C:26]1[CH:31]=[CH:30][CH:29]=[CH:28][C:27]=1[Cl:32])=[O:25]>O1CCCC1>[CH2:4]([O:3][C:1](=[O:2])[NH:11][C@H:12]([C:14](=[O:16])[NH:21][C:22]1[CH:36]=[CH:35][C:34]([N+:37]([O-:39])=[O:38])=[CH:33][C:23]=1[C:24](=[O:25])[C:26]1[CH:31]=[CH:30][CH:29]=[CH:28][C:27]=1[Cl:32])[CH3:13])[C:5]1[CH:6]=[CH:7][CH:8]=[CH:9][CH:10]=1. Reported procedure: 53.6 g of carbobenzoxy-L-alanine are dissolved in 400 ml of dry tetrahydrofuran, the solution is treated dropwise with 30 g of thionyl chloride while cooling with ice and the mixture is stirred for 1 hour in the cold. A solution of 54 g (0.2 mol) of 2-amino-5-nitro-2'-chlorobenzophenone in 150 ml of dry tetrahydrofuran is subsequently added dropwise thereto rapidly, whereupon the mixture is stirred at room temperature for 24 hours. The solution obtained is concentrated, the residue is treated wi... Starting materials: CCO, [H][H], CN1C(=O)C(c2ccc(OC(F)F)cc2)(c2cccc(C#CCCO)c2)N=C1N. The product is CN1C(=O)C(c2ccc(OC(F)F)cc2)(c2cccc(CCCCO)c2)N=C1N. Reaction SMILES: [CH3:32][CH2:33][OH:34].[H:30][H:31].[NH2:1][C:2]1=[N:3][C:4]([c:9]2[cH:10][c:11]([C:15]#[C:16][CH2:17][CH2:18][OH:19])[cH:12][cH:13][cH:14]2)([c:20]2[cH:21][cH:22][c:23]([O:26][CH:27]([F:28])[F:29])[cH:24][cH:25]2)[C:5](=[O:8])[N:6]1[CH3:7]>>[NH2:1][C:2]1=[N:3][C:4]([c:9]2[cH:10][c:11]([CH2:15][CH2:16][CH2:17][CH2:18][OH:19])[cH:12][cH:13][cH:14]2)([c:20]2[cH:21][cH:22][c:23]([O:26][CH:27]([F:28])[F:29])[cH:24][cH:25]2)[C:5](=[O:8])[N:6]1[CH3:7].